Dataset: the Open Reaction Database (ORD), a public repository of structured organic reaction records. Task: describe an organic reaction: reactants, conditions, products, and yield The reactants are N1=CN=C(C=C1)C1=CC(N2CC3=CC=CC=C3CN21)=O (3-pyrimidin-4-yl-5,10-dihydro-pyrazolo[1,2-b]phthalazine-1-one), COC(C(C(=O)C1=NC(=NC=C1)SC)C1=CC=C(C=C1)F)=O (2-(4-fluorophenyl)-3-(2-methylsulfanyl-pyrimidin-4-yl)-3-oxo-propionic acid methyl ester). Product: C1NNCC2=CC=CC=C12 (1,2,3,4-tetrahydrophthalazine). As a reaction SMILES: N1C=CC(C2[N:19]3[N:10]([CH2:11][C:12]4[C:17]([CH2:18]3)=[CH:16][CH:15]=[CH:14][CH:13]=4)C(=O)C=2)=NC=1.COC(=O)C(C1C=CC(F)=CC=1)C(C1C=CN=C(SC)N=1)=O>>[CH2:11]1[C:12]2[C:17](=[CH:16][CH:15]=[CH:14][CH:13]=2)[CH2:18][NH:19][NH:10]1. Procedure: The following scheme illustrates the assembly of the 3-pyrimidin-4-yl-5,10-dihydro-pyrazolo[1,2-b]phthalazine-1-one scaffold by the convergent step which condenses intermediates 3 and 5. The resulting intermediate is then transformed into the final compound having the selected R unit. Reactants: O=C([O-])[O-], CCO, CCO, ClCCl, Cl, [NH4+], [NH4+], CCOC(=O)CCN(C(=O)c1ccc2c(c1)nc(CCc1ccc(C#N)cc1)n2C)c1cccnc1. The product is Cl, CCOC(=O)CCN(C(=O)c1ccc2c(c1)nc(CCc1ccc(C(=N)N)cc1)n2C)c1cccnc1. As a reaction SMILES: [C:40](=[O:41])([O-:42])[O-:43].[CH2:47]([OH:48])[CH3:49].[CH3:37][CH2:38][OH:39].[Cl:50][CH2:51][Cl:52].[ClH:46].[NH4+:44].[NH4+:45].[n:1]1[cH:2][c:3]([N:7]([C:8](=[O:9])[c:10]2[cH:11][c:12]3[c:13]([n:14]([CH3:27])[c:15]([CH2:17][CH2:18][c:19]4[cH:20][cH:21][c:22]([C:25]#[N:26])[cH:23][cH:24]4)[n:16]3)[cH:28][cH:29]2)[CH2:30][CH2:31][C:32](=[O:33])[O:34][CH2:35][CH3:36])[cH:4][cH:5][cH:6]1>>[ClH:46].[n:1]1[cH:2][c:3]([N:7]([C:8](=[O:9])[c:10]2[cH:11][c:12]3[c:13]([n:14]([CH3:27])[c:15]([CH2:17][CH2:18][c:19]4[cH:20][cH:21][c:22]([C:25]([NH2:26])=[NH:44])[cH:23][cH:24]4)[n:16]3)[cH:28][cH:29]2)[CH2:30][CH2:31][C:32](=[O:33])[O:34][CH2:35][CH3:36])[cH:4][cH:5][cH:6]1. The reactants are CCOC(=O)c1cn(-c2cccc(OCC)c2)c(-c2ccc(C)cc2F)n1, CO, Cl, [Na+], C1CCOC1, [OH-], O. Yields the product CCOc1cccc(-n2cc(C(=O)O)nc2-c2ccc(C)cc2F)c1. Reaction SMILES: [CH2:1]([CH3:2])[O:3][c:4]1[cH:5][c:6](-[n:10]2[c:11](-[c:20]3[c:21]([F:27])[cH:22][c:23]([CH3:26])[cH:24][cH:25]3)[n:12][c:13]([C:15](=[O:16])[O:17][CH2:18][CH3:19])[cH:14]2)[cH:7][cH:8][cH:9]1.[CH3:37][OH:38].[ClH:30].[Na+:29].[O:31]1[CH2:32][CH2:33][CH2:34][CH2:35]1.[OH-:28].[OH2:36]>>[CH2:1]([CH3:2])[O:3][c:4]1[cH:5][c:6](-[n:10]2[c:11](-[c:20]3[c:21]([F:27])[cH:22][c:23]([CH3:26])[cH:24][cH:25]3)[n:12][c:13]([C:15](=[O:16])[OH:17])[cH:14]2)[cH:7][cH:8][cH:9]1. Reactants: N1(CCNCCC1)C=1C=CC=2N(N1)C(=NN2)C(F)(F)F (6-(1,4-diazepan-1-yl)-3-(trifluoromethyl)-[1,2,4]triazolo[4,3-b]pyridazine), FC=1C=C(C=O)C=CC1 (3-fluorobenzaldehyde). The product is FC=1C=C(C=CC1)CN1CCN(CCC1)C=1C=CC=2N(N1)C(=NN2)C(F)(F)F (6-[4-[(3-fluorophenyl)methyl]-1,4-diazepan-1-yl]-3-(trifluoromethyl)-[1,2,4]triazolo[4,3-b]pyridazine). Reaction SMILES: [N:1]1([C:8]2[CH:9]=[CH:10][C:11]3[N:12]([C:14]([C:17]([F:20])([F:19])[F:18])=[N:15][N:16]=3)[N:13]=2)[CH2:7][CH2:6][CH2:5][NH:4][CH2:3][CH2:2]1.[F:21][C:22]1[CH:23]=[C:24]([CH:27]=[CH:28][CH:29]=1)[CH:25]=O>>[F:21][C:22]1[CH:23]=[C:24]([CH2:25][N:4]2[CH2:5][CH2:6][CH2:7][N:1]([C:8]3[CH:9]=[CH:10][C:11]4[N:12]([C:14]([C:17]([F:18])([F:19])[F:20])=[N:15][N:16]=4)[N:13]=3)[CH2:2][CH2:3]2)[CH:27]=[CH:28][CH:29]=1. Procedure details: Reductive amination of 6-(1,4-diazepan-1-yl)-3-(trifluoromethyl)-[1,2,4]triazolo[4,3-b]pyridazine with 3-fluorobenzaldehyde was carried out according to General Synthetic Method 8. The crude product was purified by hplc using a Waters XBridge Prep C18 OBD column (5μ silica, 19 mm diameter, 100 mm length) eluted with decreasingly polar mixtures of water (containing 0.05% aqueous ammonia) and acetonitrile as eluents to give 6-[4-[(3-fluorophenyl)methyl]-1,4-diazepan-1-yl]-3-(trifluoromethyl)-[1,2,...